describe an organic reaction: reactants, conditions, products, and yield From a dataset of the Open Reaction Database (ORD), a public repository of structured organic reaction records. The reactants are anhydride, B(F)(F)F.CCOCC (boron trifluoride etherate), C1=CC=CC1 (cyclopentadiene), cis-5-norbornene-2,3-dicarboxylic acid, C1(\C=C/C(=O)O1)=O (maleic anhydride), C1=CC=CC1 (cyclopentadiene), C1=CC=CC1 (cyclopentadiene), C1C=CC2C1C3CC2C=C3 (dicyclopentadiene), anhydride, 1,2 anhydrides, C1(\C=C/C(=O)O1)=O (maleic anhydride). Reaction conditions: temperature 100 celsius. Product: anhydride, C12C3=C(C(CC1)C2)C(=O)OC3=O (norbornene-2,3-dicarboxylic acid anhydride). Reaction SMILES: [CH:1]1[CH2:5][CH:4]=[CH:3][CH:2]=1.C1C2C3C=CC(C2C=C1)C3.[C:16]1(=[O:22])[O:21][C:19](=[O:20])[CH:18]=[CH:17]1.B(F)(F)F.CCOCC>>[CH:1]12[CH2:5][CH:4]([CH2:3][CH2:2]1)[C:17]1[C:16]([O:21][C:19](=[O:20])[C:18]2=1)=[O:22] |f:3.4|. Procedure: Mixed polybasic anhydride containing a plurality of 1,2 anhydrides is obtained by distilling, at 200° C., 66.10 gms. (1 mole) of cyclopentadiene directly from dicyclopentadiene into a reactor containing 98.06 gms. (1 mole) of maleic anhydride, heated to a temperature of 55° C. When the transfer is complete, the reaction mixture is heated to 100° C. for 2 hours. The reaction mixture is then stripped of any excess cyclopentadiene at 120° C. at 1 atmosphere. The resulting Diels-Adler adduct of cycl... Reactants: CC(C)N(CC)C(C)C (N,N-bis(1-methylethyl)ethanamine), CC1=C(C(=CC(=C1)C)C)N (2,4,6-trimethylbenzenamine), BrC=1C(=NC(=NC1)Cl)Cl (5-bromo-2,4-dichloropyrimidine). Run in O1CCOCC1 (1,4-dioxane), O1CCOCC1 (1,4-dioxane). Yields the product BrC=1C(=NC(=NC1)NC1=C(C=C(C=C1C)C)C)Cl (5-bromo-4-chloro-N-(2,4,6-trimethylphenyl)-2-pyrimidinamine), BrC=1C(=NC(=NC1)Cl)NC1=C(C=C(C=C1C)C)C (5-bromo-2-chloro-N-(2,4,6-trimethylphenyl)-4-pyrimidinamine). The yield is 65.0%. As a reaction SMILES: [CH3:1][C:2]1[CH:7]=[C:6]([CH3:8])[CH:5]=[C:4]([CH3:9])[C:3]=1[NH2:10].[Br:11][C:12]1[C:13]([Cl:19])=[N:14][C:15]([Cl:18])=[N:16][CH:17]=1.CC(N(C(C)C)CC)C>O1CCOCC1>[Br:11][C:12]1[C:13]([Cl:19])=[N:14][C:15]([NH:10][C:3]2[C:4]([CH3:9])=[CH:5][C:6]([CH3:8])=[CH:7][C:2]=2[CH3:1])=[N:16][CH:17]=1.[Br:11][C:12]1[C:13]([NH:10][C:3]2[C:4]([CH3:9])=[CH:5][C:6]([CH3:8])=[CH:7][C:2]=2[CH3:1])=[N:14][C:15]([Cl:18])=[N:16][CH:17]=1. Procedure details: Reaction under argon atmosphere. A solution of 2,4,6-trimethylbenzenamine (0.00461 mol) in 1,4-dioxane (5 ml) was added to a solution of 5-bromo-2,4-dichloropyrimidine (0.00439 mol) in 1,4-dioxane (5 ml). N,N-bis(1-methylethyl)ethanamine (0.00548 mol) was added. The reaction mixture was stirred and refluxed for 20 hours. The solvent was evaporated. The residue was dissolved in ethyl acetate, washed with a saturated aqueous sodium bicarbonate solution, water and brine, dried with sodium sulfate, ... Reactants: Intermediate 2, TEA, FC1=C(C=C(C(=O)N(CC(F)(F)F)CC(F)(F)F)C=C1)[N+](=O)[O-] (4-fluoro-3-nitro-N,N-bis(2,2,2-trifluoroethyl)benzamide), S1C=C(C=C1)CN (3-thienylmethylamine). Solvent: CCO (EtOH). Yields the product [N+](=O)([O-])C=1C=C(C(=O)N(CC(F)(F)F)CC(F)(F)F)C=CC1NCC1=CSC=C1 (3-Nitro-4-[(3-thienylmethyl)amino]-N,N-bis(2,2,2-trifluoroethyl)benzamide). Reaction SMILES: F[C:2]1[CH:20]=[CH:19][C:5]([C:6]([N:8]([CH2:14][C:15]([F:18])([F:17])[F:16])[CH2:9][C:10]([F:13])([F:12])[F:11])=[O:7])=[CH:4][C:3]=1[N+:21]([O-:23])=[O:22].[S:24]1[CH:28]=[CH:27][C:26]([CH2:29][NH2:30])=[CH:25]1>CCO>[N+:21]([C:3]1[CH:4]=[C:5]([CH:19]=[CH:20][C:2]=1[NH:30][CH2:29][C:26]1[CH:27]=[CH:28][S:24][CH:25]=1)[C:6]([N:8]([CH2:9][C:10]([F:12])([F:13])[F:11])[CH2:14][C:15]([F:17])([F:18])[F:16])=[O:7])([O-:23])=[O:22]. Reported procedure: Following the general procedure for Intermediate 2 using 4-fluoro-3-nitro-N,N-bis(2,2,2-trifluoroethyl)benzamide (125 mg, 0.359 mmol) and 3-thienylmethylamine (49 mg, 0.431 mmol) in 3 mL of EtOH containing TEA (0.075 mL, 0.539 mmol). Reactants: 20.0, N[C@H](CC1=CC=CC=C1)C(=O)O (D-phenylalanine), C(C)(=O)OC(C)=O (acetic anhydride), [OH-].[Na+] (sodium hydroxide), [OH-].[Na+] (sodium hydroxide), Cl (hydrochloric acid). Solvent: O (water). Yields the product C(C)(=O)N[C@H](CC1=CC=CC=C1)C(=O)O (N-acetyl-D-phenylalanine). Reaction SMILES: [NH2:1][C@@H:2]([C:10]([OH:12])=[O:11])[CH2:3][C:4]1[CH:9]=[CH:8][CH:7]=[CH:6][CH:5]=1.[OH-].[Na+].[C:15](OC(=O)C)(=[O:17])[CH3:16].Cl>O>[C:15]([NH:1][C@@H:2]([C:10]([OH:12])=[O:11])[CH2:3][C:4]1[CH:9]=[CH:8][CH:7]=[CH:6][CH:5]=1)(=[O:17])[CH3:16] |f:1.2|. Reported procedure: To a stirred solution of 20.0 parts of D-phenylalanine in 121 parts of water, cooled to about 1°-2°, is added, portionwise, an aqueous 50% sodium hydroxide solution until pH 12 is reached. Then 37 parts of acetic anhydride is added, while continuously adding aqueous 50% sodium hydroxide to keep the pH at about 12 and cooling the solution to keep the temperature at between about 10° to 30°. After about 20 minutes the mixture is acidified to pH 1 with concentrated hydrochloric acid and filtered. T... The yield is 76.1%. The solvent is CO (methanol), C(C)(=O)OCC (ethyl acetate). Reported procedure: A mixture of 0.204 g (1 mmol) 5-amino-1H-indole-2-carboxylic acid ethyl ester, 133 mg (1 mmol) 1-ethyl piperidone and 0.35 ml (1 mmol) titanium(IV)isopropoxide in 1 ml methanol was treated after 3 h at room temperature with 0.023 g (1 mmol) sodium borohydride and the mixture was allowed to react during 16 h at room temperature. The mixture was poured on 50 ml ice/water and treated with 50 ml ethyl acetate and 5 ml 1 N NaOH aq. After 20 min the mixture was filtered through decalite and the aqueou... Reagents/catalysts: CC([O-])C.[Ti+4].CC([O-])C.CC([O-])C.CC([O-])C (titanium(IV)isopropoxide). Starting materials: C(C)OC(=O)C=1NC2=CC=C(C=C2C1)N (5-amino-1H-indole-2-carboxylic acid ethyl ester), C(C)N1C(CCCC1)=O (1-ethyl piperidone), ice water, [BH4-].[Na+] (sodium borohydride), [OH-].[Na+] (NaOH). Yields the product C(C)OC(=O)C=1NC2=CC=C(C=C2C1)NC1CCN(CC1)CC (5-(1-Ethyl-piperidin-4-ylamino)-1H-indole-2-carboxylic acid ethyl ester). As a reaction SMILES: [CH2:1]([O:3][C:4]([C:6]1[NH:7][C:8]2[C:13]([CH:14]=1)=[CH:12][C:11]([NH2:15])=[CH:10][CH:9]=2)=[O:5])[CH3:2].[CH2:16]([N:18]1[CH2:23][CH2:22][CH2:21][CH2:20][C:19]1=O)[CH3:17].[BH4-].[Na+].[OH-].[Na+]>CO.CC(C)[O-].[Ti+4].CC(C)[O-].CC(C)[O-].CC(C)[O-].C(OCC)(=O)C>[CH2:1]([O:3][C:4]([C:6]1[NH:7][C:8]2[C:13]([CH:14]=1)=[CH:12][C:11]([NH:15][CH:21]1[CH2:22][CH2:23][N:18]([CH2:16][CH3:17])[CH2:19][CH2:20]1)=[CH:10][CH:9]=2)=[O:5])[CH3:2] |f:2.3,4.5,7.8.9.10.11|. Starting materials: CCOC(C)=O, Cl, O=N[O-], O=C(O)C1CCCCCN1, [Na+], O. Product: O=NN1CCCCCC1C(=O)O. As a reaction SMILES: [CH3:16][CH2:17][O:18][C:19](=[O:20])[CH3:21].[ClH:15].[N:11](=[O:12])[O-:13].[NH:1]1[CH:2]([C:8](=[O:9])[OH:10])[CH2:3][CH2:4][CH2:5][CH2:6][CH2:7]1.[Na+:14].[OH2:22]>>[N:1]1([N:11]=[O:12])[CH:2]([C:8](=[O:9])[OH:10])[CH2:3][CH2:4][CH2:5][CH2:6][CH2:7]1.